From a dataset of the Open Reaction Database (ORD), a public repository of structured organic reaction records. describe an organic reaction: reactants, conditions, products, and yield Reactants: [BH4-], O=Cc1cccc(Br)c1F, CO, [Na+]. Yields the product OCc1cccc(Br)c1F. As a reaction SMILES: [BH4-:11].[Br:1][c:2]1[c:3]([F:10])[c:4]([CH:5]=[O:6])[cH:7][cH:8][cH:9]1.[CH3:13][OH:14].[Na+:12]>>[Br:1][c:2]1[c:3]([F:10])[c:4]([CH2:5][OH:6])[cH:7][cH:8][cH:9]1. Starting materials: N#CNC(=NCCNc1nc(-c2ccc(F)cc2F)c2ccc(=O)n(-c3ccccc3F)c2n1)Oc1ccccc1, CC(C)O, N. Yields the product N#CNC(=N)NCCNc1nc(-c2ccc(F)cc2F)c2ccc(=O)n(-c3ccccc3F)c2n1. Reaction SMILES: [C:1](#[N:2])[NH:3][C:4]([O:5][c:6]1[cH:7][cH:8][cH:9][cH:10][cH:11]1)=[N:12][CH2:13][CH2:14][NH:15][c:16]1[n:17][c:18](-[c:34]2[c:35]([F:41])[cH:36][c:37]([F:40])[cH:38][cH:39]2)[c:19]2[c:20]([n:21]1)[n:22](-[c:27]1[c:28]([F:33])[cH:29][cH:30][cH:31][cH:32]1)[c:23](=[O:26])[cH:24][cH:25]2.[CH:43]([OH:44])([CH3:45])[CH3:46].[NH3:42]>>[C:1](#[N:2])[NH:3][C:4]([NH:12][CH2:13][CH2:14][NH:15][c:16]1[n:17][c:18](-[c:34]2[c:35]([F:41])[cH:36][c:37]([F:40])[cH:38][cH:39]2)[c:19]2[c:20]([n:21]1)[n:22](-[c:27]1[c:28]([F:33])[cH:29][cH:30][cH:31][cH:32]1)[c:23](=[O:26])[cH:24][cH:25]2)=[NH:42].